Dataset: the Open Reaction Database (ORD), a public repository of structured organic reaction records. Task: describe an organic reaction: reactants, conditions, products, and yield Reactants: C(C1=CC=CC=C1)SC1=NC=C(C=C1)[N+](=O)[O-] (2-benzylthio-5-nitropyridine). The reagents and catalysts are [Ni] (Raney nickel). Solvent: CN(C=O)C (dimethylformamide). Yields the product C(C1=CC=CC=C1)SC1=NC=C(C=C1)N (2-benzylthio-5-amino-pyridine). Reaction SMILES: [CH2:1]([S:8][C:9]1[CH:14]=[CH:13][C:12]([N+:15]([O-])=O)=[CH:11][N:10]=1)[C:2]1[CH:7]=[CH:6][CH:5]=[CH:4][CH:3]=1>CN(C)C=O.[Ni]>[CH2:1]([S:8][C:9]1[CH:14]=[CH:13][C:12]([NH2:15])=[CH:11][N:10]=1)[C:2]1[CH:3]=[CH:4][CH:5]=[CH:6][CH:7]=1. Reported procedure: 91.4 g of 2-benzylthio-5-nitropyridine is dissolved in 1 liter of dimethylformamide and, after addition of 20 g of Raney nickel, hydrogenated at room temperature and at 20°-30° until the reaction is completed. The Raney nickel is filtered off under nitrogen by suction; the solvent is then evaporated off under vacuo to obtain 2-benzylthio-5-amino-pyridine, which is used direct for the subsequent thiophosgenisation. Starting materials: C1(CCCCC1)Br (Cyclohexylbromide), ammonium salt, C1(CCCCC1)P(=S)(S)C1CCCCC1 (dicyclohexylphosphinodithioic acid). The product is C1(CCCCC1)SP(=S)(C1CCCCC1)C1CCCCC1 (cyclohexyldicyclohexylphosphinodithioate). Reaction SMILES: [CH:1]1(Br)[CH2:6][CH2:5][CH2:4][CH2:3][CH2:2]1.[CH:8]1([P:14]([CH:17]2[CH2:22][CH2:21][CH2:20][CH2:19][CH2:18]2)([SH:16])=[S:15])[CH2:13][CH2:12][CH2:11][CH2:10][CH2:9]1>>[CH:1]1([S:16][P:14]([CH:17]2[CH2:18][CH2:19][CH2:20][CH2:21][CH2:22]2)([CH:8]2[CH2:13][CH2:12][CH2:11][CH2:10][CH2:9]2)=[S:15])[CH2:6][CH2:5][CH2:4][CH2:3][CH2:2]1. Reported procedure: Cyclohexylbromide was reacted with the ammonium salt of dicyclohexylphosphinodithioic acid to obtain cyclohexyldicyclohexylphosphinodithioate, m.p. 82°-85° C, which on testing lasted 1250 hours* longer than the control. The average number of hours required to reach failure was 3.5 times that of the control. Reactants: C1(CCCC1)N1NC(=C2C1=NC(=NC2=O)C2=CC=NC1=CC=CC=C21)CC (1-Cyclopentyl-3-ethyl-6-(4-quinolinyl)-pyrazolo[3,4-d]-pyrimidin-4-one). Reagents/catalysts: [Pt]=O (platinum oxide). Run in C(C)(=O)O (acetic acid). Run at temperature 70 celsius. Product: C1(CCCC1)N1NC(=C2C1=NC(=NC2=O)C2CCNC1CCCCC21)CC (1-cyclopentyl-3-ethyl-6-(perhydro-4-quinolinyl)pyrazolo[3,4-d]pyrimidin-4-one). Yield: 83.2%. RXN SMILES: [CH:1]1([N:6]2[C:10]3=[N:11][C:12]([C:16]4[C:25]5[C:20](=[CH:21][CH:22]=[CH:23][CH:24]=5)[N:19]=[CH:18][CH:17]=4)=[N:13][C:14](=[O:15])[C:9]3=[C:8]([CH2:26][CH3:27])[NH:7]2)[CH2:5][CH2:4][CH2:3][CH2:2]1>[Pt]=O.C(O)(=O)C>[CH:1]1([N:6]2[C:10]3=[N:11][C:12]([CH:16]4[CH:25]5[CH:20]([CH2:21][CH2:22][CH2:23][CH2:24]5)[NH:19][CH2:18][CH2:17]4)=[N:13][C:14](=[O:15])[C:9]3=[C:8]([CH2:26][CH3:27])[NH:7]2)[CH2:2][CH2:3][CH2:4][CH2:5]1. Reported procedure: 1-Cyclopentyl-3-ethyl-6-(4-quinolinyl)-pyrazolo[3,4-d]-pyrimidin-4-one (1.0 g, 2.7 mmol), platinum oxide (0.15 g) and acetic acid (50 ml) were combined and placed in a parr hydrogenator at 42 psi. The reaction mixture was heated at about 70° C. by an external heating jacket for 6 hours. The reaction mixture was cooled to room temperature, the catalyst was removed by filtration through a celite pad and the pad was washed with ethanol. Concentrated HCl (3 ml) was added to the filtrate and the solv... Reaction SMILES: [N+:1]([C:4]1[CH:11]=[CH:10][C:7]([CH2:8]Cl)=[CH:6][CH:5]=1)([O-:3])=[O:2].Cl.Cl.[C:14]1([N:20]2[CH2:25][CH2:24][NH:23][CH2:22][CH2:21]2)[CH:19]=[CH:18][CH:17]=[CH:16][CH:15]=1>C(N(CC)CC)C>[C:14]1([N:20]2[CH2:25][CH2:24][N:23]([CH2:8][C:7]3[CH:10]=[CH:11][C:4]([N+:1]([O-:3])=[O:2])=[CH:5][CH:6]=3)[CH2:22][CH2:21]2)[CH:19]=[CH:18][CH:17]=[CH:16][CH:15]=1 |f:1.2.3|. Run in C(C)N(CC)CC (triethylamine). Reactants: [N+](=O)([O-])C1=CC=C(CCl)C=C1 (p-nitrobenzyl chloride), Cl.Cl.C1(=CC=CC=C1)N1CCNCC1 (phenylpiperazine dihydrochloride). The product is C1(=CC=CC=C1)N1CCN(CC1)CC1=CC=C(C=C1)[N+](=O)[O-] (1-phenyl-4-(p-nitrobenzyl)piperazine). Procedure details: In the manner given in Example 1A, p-nitrobenzyl chloride is reacted with phenylpiperazine dihydrochloride in the presence of triethylamine to give 1-phenyl-4-(p-nitrobenzyl)piperazine